The task is: describe an organic reaction: reactants, conditions, products, and yield. This data is from the Open Reaction Database (ORD), a public repository of structured organic reaction records. The reactants are C=CC(Cc1ccccc1)NC(=O)OCc1ccccc1, CCOC(C)=O, ClCCl, O=C(OO)c1cccc(Cl)c1. Product: O=C(NC(Cc1ccccc1)C1CO1)OCc1ccccc1. Reaction SMILES: [CH2:1]([c:2]1[cH:3][cH:4][cH:5][cH:6][cH:7]1)[O:8][C:9](=[O:10])[NH:11][CH:12]([CH2:13][c:14]1[cH:15][cH:16][cH:17][cH:18][cH:19]1)[CH:20]=[CH2:21].[CH3:33][CH2:34][O:35][C:36]([CH3:37])=[O:38].[Cl:39][CH2:40][Cl:41].[OH:22][O:23][C:24]([c:25]1[cH:26][c:27]([Cl:28])[cH:29][cH:30][cH:31]1)=[O:32]>>[CH2:1]([c:2]1[cH:3][cH:4][cH:5][cH:6][cH:7]1)[O:8][C:9](=[O:10])[NH:11][CH:12]([CH2:13][c:14]1[cH:15][cH:16][cH:17][cH:18][cH:19]1)[CH:20]1[CH2:21][O:22]1. The reactants are Clc1ccc(CBr)cc1, C1CCOC1, CCOC(C)=O, [H-], [Na+], O, OCCO. The product is OCCOCc1ccc(Cl)cc1. RXN SMILES: [Br:7][CH2:8][c:9]1[cH:10][cH:11][c:12]([Cl:15])[cH:13][cH:14]1.[CH2:17]1[O:18][CH2:19][CH2:20][CH2:21]1.[CH3:22][CH2:23][O:24][C:25]([CH3:26])=[O:27].[H-:6].[Na+:5].[OH2:16].[OH:1][CH2:2][CH2:3][OH:4]>>[O:1]([CH2:2][CH2:3][OH:4])[CH2:8][c:9]1[cH:10][cH:11][c:12]([Cl:15])[cH:13][cH:14]1. Reactants: O=C1NC(S(=C1)=C(C=CC1=C(OCC(=O)OCC)C=CC=C1)C)=S (ethyl 2-[3-(4-oxo-2-thioxo-5-thiazolinylidene)-1-butenyl]phenoxyacetate), [OH-].[Na+] (sodium hydroxide), Cl (hydrochloric acid). Solvent: O (water). Conditions: time 1 hour. Product: O=C1NC(S(=C1)=C(C=CC1=C(OCC(=O)O)C=CC=C1)C)=S (2-[3-(4-oxo-2thioxo-5-thiazolinylidene)-1-butenyl]phenoxyacetic acid). Yield: 76.0%. As a reaction SMILES: [O:1]=[C:2]1[CH:6]=[SH:5](=[C:7]([CH3:23])[CH:8]=[CH:9][C:10]2[CH:22]=[CH:21][CH:20]=[CH:19][C:11]=2[O:12][CH2:13][C:14]([O:16]CC)=[O:15])[C:4](=[S:24])[NH:3]1.[OH-].[Na+].Cl>O>[O:1]=[C:2]1[CH:6]=[SH:5](=[C:7]([CH3:23])[CH:8]=[CH:9][C:10]2[CH:22]=[CH:21][CH:20]=[CH:19][C:11]=2[O:12][CH2:13][C:14]([OH:16])=[O:15])[C:4](=[S:24])[NH:3]1 |f:1.2|. Procedure details: A mixture of 0.85 g of ethyl 2-[3-(4-oxo-2-thioxo-5-thiazolinylidene)-1-butenyl]phenoxyacetate, 5 ml of water and 1 ml of 5% sodium hydroxide solution was stirred at room temperature for one hour. 10% hydrochloric acid was added to the mixture and the precipitated crystals were collected by filtration and washed with methanol to give 2-[3-(4-oxo-2thioxo-5-thiazolinylidene)-1-butenyl]phenoxyacetic acid in the yield of 76%. Reported procedure: 80.2 A suspension of (3S,4S)-3-cyano-4-hydroxy-pyrrolidine-1-carboxylic acid tert-butyl ester (212 mg) in 10 ml of THF and 2.32 g of Ag2O and 0.62 ml of CH3I was heated in a sealed tube to 50° C. for 16 h. The suspension was filtered and the filtrate chromatographed on silica (heptane/AcOEt, 3:1) to give 161 mg of (3S,4S)-3-cyano-4-methoxy-pyrrolidine-1-carboxylic acid tert-butyl ester. Colorless oil. MS 171.4 ([M-isobutene+H]+) Yields the product C(C)(C)(C)OC(=O)N1C[C@H]([C@@H](C1)OC)C#N ((3S,4S)-3-cyano-4-methoxy-pyrrolidine-1-carboxylic acid tert-butyl ester). Reaction conditions: temperature 50 celsius. RXN SMILES: [C:1]([O:5][C:6]([N:8]1[CH2:12][C@@H:11]([OH:13])[C@H:10]([C:14]#[N:15])[CH2:9]1)=[O:7])([CH3:4])([CH3:3])[CH3:2].[CH3:16]I>C1COCC1>[C:1]([O:5][C:6]([N:8]1[CH2:12][C@@H:11]([O:13][CH3:16])[C@H:10]([C:14]#[N:15])[CH2:9]1)=[O:7])([CH3:4])([CH3:2])[CH3:3]. The solvent is C1CCOC1 (THF). Starting materials: C(C)(C)(C)OC(=O)N1C[C@H]([C@@H](C1)O)C#N ((3S,4S)-3-cyano-4-hydroxy-pyrrolidine-1-carboxylic acid tert-butyl ester), Ag2O, CI (CH3I). The reactants are COC1=CC=C(C(=O)C2=C(C=CC=C2)C(C2=CC3=C(C=C2)OCO3)=O)C=C1 (1-(4-methoxybenzoyl)-2-(3,4-methylenedioxybenzoyl)benzene), CC(=O)C.C(=O)=O (acetone dry ice), N (ammonia). Yields the product OC1(N=C(C2=CC=CC=C12)C1=CC2=C(C=C1)OCO2)C2=CC=C(C=C2)OC ((1RS)-1-Hydroxy-1-(4-methoxyphenyl)-3-(3,4-methylenedioxyphenyl)-1H-isoindole). Reported procedure: A bomb was charged 1-(4-methoxybenzoyl)-2-(3,4-methylenedioxybenzoyl)benzene (1.0 g, 2.8 mmol) was cooled to -78° C. (acetone/dry ice bath), and liquid ammonia (20 ml) was added and the vessel was sealed. The reaction was heated at 70° C. reaching a steady pressure of 300 psi for 24 h. The pressure was slowly released after the mixture had cooled to room temperature, and the brown residue was partitioned between ethyl acetate and water. The organic extract was acidified with 3N HCl. The resultin... The yield is 90.0%. As a reaction SMILES: [CH3:1][O:2][C:3]1[CH:27]=[CH:26][C:6]([C:7]([C:9]2[CH:14]=[CH:13][CH:12]=[CH:11][C:10]=2[C:15](=O)[C:16]2[CH:21]=[CH:20][C:19]3[O:22][CH2:23][O:24][C:18]=3[CH:17]=2)=[O:8])=[CH:5][CH:4]=1.CC(C)=O.C(=O)=O.[NH3:35]>>[OH:8][C:7]1([C:6]2[CH:26]=[CH:27][C:3]([O:2][CH3:1])=[CH:4][CH:5]=2)[C:9]2[C:10](=[CH:11][CH:12]=[CH:13][CH:14]=2)[C:15]([C:16]2[CH:21]=[CH:20][C:19]3[O:22][CH2:23][O:24][C:18]=3[CH:17]=2)=[N:35]1 |f:1.2|. Run at temperature 70 celsius.